From a dataset of the Open Reaction Database (ORD), a public repository of structured organic reaction records. describe an organic reaction: reactants, conditions, products, and yield The reactants are C1=CC=C(C=C1)P(C2=CC=CC=C2)C3=C(C4=CC=CC=C4C=C3)C5=C(C=CC6=CC=CC=C65)P(C7=CC=CC=C7)C8=CC=CC=C8 ((R)-BINAP), IC=1C=2C(N=CC1)=CN(N2)CC2=CC=C(C=C2)OC (7-iodo-2-(4-methoxybenzyl)-2H-pyrazolo[4,3-b]pyridine), ClC=1C=CC(=C(C1)C1=NC=CC(=C1)N)F (2-(5-chloro-2-fluorophenyl)pyridin-4-amine), CC(C)(C)[O-].[Na+] (sodium 2-methylpropan-2-olate). Reagents/catalysts: C(C)(=O)O[Pd]OC(C)=O (diacetoxypalladium). The solvent is C1(=CC=CC=C1)C (Toluene), C1(=CC=CC=C1)C (toluene). Reaction conditions: temperature 40 celsius, time 10 minute. The product is ClC=1C=CC(=C(C1)C1=NC=CC(=C1)NC=1C=2C(N=CC1)=CN(N2)CC2=CC=C(C=C2)OC)F (N-(2-(5-chloro-2-fluorophenyl)pyridin-4-yl)-2-(4-methoxybenzyl)-2H-pyrazolo[4,3-b]pyridin-7-amine), ClC=1C=CC(=C(C1)C1=NC=CC(=C1)NC1=C2C(=NC=C1)C=NN2CC2=CC=C(C=C2)OC)F (N-(2-(5-chloro-2-fluorophenyl)pyridin-4-yl)-1-(4-methoxybenzyl)-1H-pyrazolo[4,3-b]pyridin-7-amine). As a reaction SMILES: C1C=CC(P(C2C=CC3C(=CC=CC=3)C=2C2C3C(=CC=CC=3)C=CC=2P(C2C=CC=CC=2)C2C=CC=CC=2)C2C=CC=CC=2)=CC=1.I[C:48]1[C:49]2[C:50](=[CH:54][N:55]([CH2:57][C:58]3[CH:63]=[CH:62][C:61]([O:64][CH3:65])=[CH:60][CH:59]=3)[N:56]=2)[N:51]=[CH:52][CH:53]=1.[Cl:66][C:67]1[CH:68]=[CH:69][C:70]([F:80])=[C:71]([C:73]2[CH:78]=[C:77]([NH2:79])[CH:76]=[CH:75][N:74]=2)[CH:72]=1.CC([O-])(C)C.[Na+]>C1(C)C=CC=CC=1.C(O[Pd]OC(=O)C)(=O)C>[Cl:66][C:67]1[CH:68]=[CH:69][C:70]([F:80])=[C:71]([C:73]2[CH:78]=[C:77]([NH:79][C:48]3[C:49]4[C:50](=[CH:54][N:55]([CH2:57][C:58]5[CH:63]=[CH:62][C:61]([O:64][CH3:65])=[CH:60][CH:59]=5)[N:56]=4)[N:51]=[CH:52][CH:53]=3)[CH:76]=[CH:75][N:74]=2)[CH:72]=1.[Cl:66][C:67]1[CH:68]=[CH:69][C:70]([F:80])=[C:71]([C:73]2[CH:78]=[C:77]([NH:79][C:48]3[CH:53]=[CH:52][N:51]=[C:50]4[CH:49]=[N:56][N:55]([CH2:57][C:58]5[CH:59]=[CH:60][C:61]([O:64][CH3:65])=[CH:62][CH:63]=5)[C:54]=34)[CH:76]=[CH:75][N:74]=2)[CH:72]=1 |f:3.4|. Reported procedure: (R)-BINAP (0.808 g, 1.298 mmol), diacetoxypalladium (0.068 g, 0.301 mmol) and Toluene (10 mL) was added to a round bottom flask and the solution was stirred at 40° C. for 10 minutes. This mixture was removed from heat and a suspension of 7-iodo-2-(4-methoxybenzyl)-2H-pyrazolo[4,3-b]pyridine (1.1 g, 3.01 mmol), 2-(5-chloro-2-fluorophenyl)pyridin-4-amine (0.671 g, 3.01 mmol) and sodium 2-methylpropan-2-olate (0.434 g, 4.52 mmol) in toluene (11 mL) was added. The reaction mixture was sparged with n...